Dataset: the Open Reaction Database (ORD), a public repository of structured organic reaction records. Task: describe an organic reaction: reactants, conditions, products, and yield The product is CC=1C=C(C=NC1OCC(F)(F)F)C(C)N1CC=2C(=NC=CC2C1=O)C#N (2-(1-(5-methyl-6-(2,2,2-trifluoroethoxy)pyridin-3-yl)ethyl)-1-oxo-2,3-dihydro-1H-pyrrolo[3,4-c]pyridine-4-carbonitrile). Yield: 80.0%. Reported procedure: A mixture of 4-chloro-2-(1-(5-methyl-6-(2,2,2-trifluoroethoxy)pyridin-3-yl)ethyl)-2,3-dihydro-1H-pyrrolo[3,4-c]pyridin-1-one (200 mg, 0.52 mmol, Intermediate-2, single enantiomer), zinc cyanide (300 mg, 1.56 mmol), and 1,1′-bis(diphenylphosphino)ferrocene-palladium(II)dichloride dichloromethane complex (42 mg, 0.052 mmol) in DMF (5 mL) is heated at 150° C. for 30 min by microwave irradiation. The mixture is filtered through a pad of Celite™. The Celite™ pad is washed with water, and EtOAc. The f... The reactants are ClC1=NC=CC2=C1CN(C2=O)C(C)C=2C=NC(=C(C2)C)OCC(F)(F)F (4-chloro-2-(1-(5-methyl-6-(2,2,2-trifluoroethoxy)pyridin-3-yl)ethyl)-2,3-dihydro-1H-pyrrolo[3,4-c]pyridin-1-one), CN(C)C=O (DMF). As a reaction SMILES: Cl[C:2]1[C:7]2[CH2:8][N:9]([CH:12]([C:14]3[CH:15]=[N:16][C:17]([O:21][CH2:22][C:23]([F:26])([F:25])[F:24])=[C:18]([CH3:20])[CH:19]=3)[CH3:13])[C:10](=[O:11])[C:6]=2[CH:5]=[CH:4][N:3]=1.[CH3:27][N:28](C=O)C>[C-]#N.[Zn+2].[C-]#N>[CH3:20][C:18]1[CH:19]=[C:14]([CH:12]([N:9]2[C:10](=[O:11])[C:6]3[CH:5]=[CH:4][N:3]=[C:2]([C:27]#[N:28])[C:7]=3[CH2:8]2)[CH3:13])[CH:15]=[N:16][C:17]=1[O:21][CH2:22][C:23]([F:26])([F:25])[F:24] |f:2.3.4|. Run at temperature 150 celsius. The reagents and catalysts are [C-]#N.[Zn+2].[C-]#N (zinc cyanide). Reactants: C1(CCCCC1)S(=O)(=O)CS(=O)(=O)C1=CC=C(C=C1)OC(C)=O (cyclohexylsulfonyl(4-acetyloxyphenylsulfonyl)methane), Cl (hydrochloric acid), C1(=CC=C(C=C1)S(=O)(=O)N=[N+]=[N-])C (p-toluenesulfonylazide), C1CCC2=NCCCN2CC1 (DBU). Run in ClCCl (dichloromethane). Conditions: time 10 minute. Yields the product C1(CCCCC1)S(=O)(=O)C(=[N+]=[N-])S(=O)(=O)C1=CC=C(C=C1)OC(C)=O (cyclohexylsulfonyl(4-acetyloxyphenylsulfonyl)diazomethane). Isolated yield 34.0%. Reaction SMILES: [CH:1]1([S:7]([CH2:10][S:11]([C:14]2[CH:19]=[CH:18][C:17]([O:20][C:21](=[O:23])[CH3:22])=[CH:16][CH:15]=2)(=[O:13])=[O:12])(=[O:9])=[O:8])[CH2:6][CH2:5][CH2:4][CH2:3][CH2:2]1.C1(C)C=CC(S([N:33]=[N+:34]=[N-])(=O)=O)=CC=1.C1CCN2C(=NCCC2)CC1.Cl>ClCCl>[CH:1]1([S:7]([C:10]([S:11]([C:14]2[CH:15]=[CH:16][C:17]([O:20][C:21](=[O:23])[CH3:22])=[CH:18][CH:19]=2)(=[O:12])=[O:13])=[N+:33]=[N-:34])(=[O:8])=[O:9])[CH2:6][CH2:5][CH2:4][CH2:3][CH2:2]1. Reported procedure: The cyclohexylsulfonyl(4-acetyloxyphenylsulfonyl)methane in Synthesis Example 12, 5 g (0.014 mol), was dispersed in 100 g of dichloromethane. To the dispersion was added 2.3 g (0.015 mol) of p-toluenesulfonylazide. With stirring under ice cooling, 2.9 g (0.015 mol) of DBU was added to the dispersion, and after 10 minutes, 55 g of a 0.2N aqueous hydrochloric acid was added to stop reaction. The organic layer was separated and washed with 50 g of water. The organic layer was concentrated and 6 g o... Starting materials: C(C)OC(=O)C1=C(N=C(O1)C1=CC=C(C=C1)C(F)(F)F)C(C)C (4-Isopropyl-2-(4-trifluoromethyl-phenyl)-oxazole-5-carboxylic acid ethyl ester), [H-].[Al+3].[Li+].[H-].[H-].[H-] (Lithium aluminum hydride). Solvent: O1CCCC1 (tetrahydrofuran), Cl (hydrochloric acid). Reaction conditions: time 18 hour. Yields the product C(C)(C)C=1N=C(OC1CO)C1=CC=C(C=C1)C(F)(F)F ([4-Isopropyl-2-(4-trifluoromethyl-phenyl)-oxazol-5-yl]-methanol). RXN SMILES: C([O:3][C:4]([C:6]1[O:10][C:9]([C:11]2[CH:16]=[CH:15][C:14]([C:17]([F:20])([F:19])[F:18])=[CH:13][CH:12]=2)=[N:8][C:7]=1[CH:21]([CH3:23])[CH3:22])=O)C.[H-].[Al+3].[Li+].[H-].[H-].[H-]>O1CCCC1.Cl>[CH:21]([C:7]1[N:8]=[C:9]([C:11]2[CH:16]=[CH:15][C:14]([C:17]([F:19])([F:20])[F:18])=[CH:13][CH:12]=2)[O:10][C:6]=1[CH2:4][OH:3])([CH3:23])[CH3:22] |f:1.2.3.4.5.6|. Procedure details: 4-Isopropyl-2-(4-trifluoromethyl-phenyl)-oxazole-5-carboxylic acid ethyl ester (0.53 g, 1.62 mmol) is stirred in tetrahydrofuran (25 mL) at 0° C. Lithium aluminum hydride (0.122 g, 3.23 mmol) is added and the mixture is stirred 18 hr at room temperature. The mixture is diluted carefully with 1M aqueous hydrochloric acid (10 mL), and the product is extracted with ethyl acetate (three 75 mL portions). The extracts are combined, dried over anhydrous magnesium sulfate, filtered, and concentrated to ...